From a dataset of the Open Reaction Database (ORD), a public repository of structured organic reaction records. describe an organic reaction: reactants, conditions, products, and yield Starting materials: O=C([O-])[O-], ClCCl, CCO, CCC(C)[BH-](C(C)CC)C(C)CC, [K+], [K+], [Li+], [Na+], C1CCOC1, [OH-], OO, COc1ccc2c(c1)CCC(CN1CCC3(CC1)C(=O)NCN3c1ccccc1)C2=O. The product is COc1ccc2c(c1)CCC(CN1CCC3(CC1)C(=O)NCN3c1ccccc1)C2O. RXN SMILES: [C:50](=[O:51])([O-:52])[O-:53].[CH2:61]([Cl:62])[Cl:63].[CH2:64]([OH:65])[CH3:66].[CH:32]([BH-:33]([CH:34]([CH2:35][CH3:36])[CH3:37])[CH:38]([CH2:39][CH3:40])[CH3:41])([CH2:42][CH3:43])[CH3:44].[K+:54].[K+:55].[Li+:45].[Na+:47].[O:56]1[CH2:57][CH2:58][CH2:59][CH2:60]1.[OH-:46].[OH:48][OH:49].[c:1]1([N:7]2[CH2:8][NH:9][C:10](=[O:31])[C:11]23[CH2:12][CH2:13][N:14]([CH2:17][CH:18]2[C:19](=[O:30])[c:20]4[cH:21][cH:22][c:23]([O:28][CH3:29])[cH:24][c:25]4[CH2:26][CH2:27]2)[CH2:15][CH2:16]3)[cH:2][cH:3][cH:4][cH:5][cH:6]1>>[c:1]1([N:7]2[CH2:8][NH:9][C:10](=[O:31])[C:11]23[CH2:12][CH2:13][N:14]([CH2:17][CH:18]2[CH:19]([OH:30])[c:20]4[cH:21][cH:22][c:23]([O:28][CH3:29])[cH:24][c:25]4[CH2:26][CH2:27]2)[CH2:15][CH2:16]3)[cH:2][cH:3][cH:4][cH:5][cH:6]1. Solvent: CCO (EtOH). Yields the product N(=[N+]=[N-])CC1=CC=C2C(=CC(=NC2=C1)C#N)Cl (7-(azidomethyl)-4-chloroquinoline-2-carbonitrile). Reactants: BrCC1=CC=C2C(=CC(=NC2=C1)C#N)Cl (7-(bromomethyl)-4-chloroquinoline-2-carbonitrile), [N-]=[N+]=[N-].[Na+] (sodium azide). Reported procedure: A mixture of 7-(bromomethyl)-4-chloroquinoline-2-carbonitrile (8.46 g, 30 mmol), sodium azide (2.15 g, 33 mmol) in EtOH (300 mL) was heated under reflux for 1 h. The mixture was then cooled to room temperature and evaporated to dryness. The crude material was purified by flash chromatography (eluting solvent: 100% CH2Cl2 to 5% acetone in CH2Cl2) to yield the title compound. 1H NMR (400 MHz, acetone-d6): δ 8.40 (d, 1H), 8.20 (m, 2H), 7.97 (d, 1H), 4.85 (s, 2H). RXN SMILES: Br[CH2:2][C:3]1[CH:12]=[C:11]2[C:6]([C:7]([Cl:15])=[CH:8][C:9]([C:13]#[N:14])=[N:10]2)=[CH:5][CH:4]=1.[N-:16]=[N+:17]=[N-:18].[Na+]>CCO>[N:16]([CH2:2][C:3]1[CH:12]=[C:11]2[C:6]([C:7]([Cl:15])=[CH:8][C:9]([C:13]#[N:14])=[N:10]2)=[CH:5][CH:4]=1)=[N+:17]=[N-:18] |f:1.2|. Starting materials: CS(=O)(=O)O.CS(=O)(=O)O.NC1=C(N2N(CCC2)C1=O)N (2,3-diamino-6,7-dihydro-1H,5H-pyrazolo[1,2-a]pyrazol-1-one dimethane sulfonate), OO (hydrogen peroxide), NC=1C=C(C=CC1C)O (3-amino-4-methylphenol), N (ammonia). Solvent: O (water), C(C)O (ethanol). Yields the product NC1=C(C(N2N1CCC2)=O)/N=C\2/C(=CC(C(=C2)C)=N)O (3-amino-2-{[(1E)-2-hydroxy-4-imino-5-methylcyclohexa-2,5-dien-1-ylidene]amino}-6,7-dihydro-1H,5H-pyrazolo[1,2-a]pyrazol-1-one). RXN SMILES: CS(O)(=O)=O.CS(O)(=O)=O.[NH2:11][C:12]1[C:19](=[O:20])[N:15]2[CH2:16][CH2:17][CH2:18][N:14]2[C:13]=1[NH2:21].[NH2:22][C:23]1[CH:24]=[C:25]([OH:30])[CH:26]=[CH:27][C:28]=1[CH3:29].N.OO>O.C(O)C>[NH2:21][C:13]1[N:14]2[CH2:18][CH2:17][CH2:16][N:15]2[C:19](=[O:20])[C:12]=1/[N:11]=[C:26]1/[C:25]([OH:30])=[CH:24][C:23](=[NH:22])[C:28]([CH3:29])=[CH:27]/1 |f:0.1.2|. Reported procedure: 0.05 mmol of 2,3-diamino-6,7-dihydro-1H,5H-pyrazolo[1,2-a]pyrazol-1-one dimethane sulfonate was dissolved in a mixture of water and ethanol (7.5 ml/1.5 ml). This solution was admixed with 0.05 mmol of 3-amino-4-methylphenol, then with 1.8 ml of concentrated aqueous ammonia, then with 9 ml of hydrogen peroxide. Reaction conditions: time 4 hour. The reactants are FC=1C2=C(C=NC1)C=CN2 (7-fluoro-pyrrolo[3,2-c]pyridine), C1CC(=O)N(C1=O)I (NIS). Reaction SMILES: [F:1][C:2]1[C:3]2[NH:10][CH:9]=[CH:8][C:4]=2[CH:5]=[N:6][CH:7]=1.C1C(=O)N([I:18])C(=O)C1>CN(C=O)C.O.CCOC(C)=O>[F:1][C:2]1[C:3]2[NH:10][CH:9]=[C:8]([I:18])[C:4]=2[CH:5]=[N:6][CH:7]=1. Run in O (water), CCOC(=O)C (EtOAc), CN(C)C=O (DMF). Product: FC=1C2=C(C=NC1)C(=CN2)I (7-fluoro-3-iodo-1H-pyrrolo[3,2-c]pyridine). Yield: 51.9%. Reported procedure: To a solution of 7-fluoro-pyrrolo[3,2-c]pyridine (Preparation 62, 5 g, 36.76 mmol) in anhydrous DMF (35 mL) was added NIS (9 g, 40.44 mmol), and the reaction stirred at room temperature for 4 hours. The reaction was diluted with water and EtOAc. The organic layer was collected, washed with saturate aqueous NaHCO3 solution, brine, dried over sodium sulphate and concentrated in vacuo. The residue was purified using silica gel column chromatography eluting with 50-100% EtOAc in heptanes followed by... Starting materials: SCCC(=O)OC (methyl 3-mercaptopropionate), BrC1C=2C=CC=C(C2C(C2=C(C=CC=C12)O)=O)O (10-Bromo-1,8-dihydroxy-9-anthrone), thiol. Solvent: ClCCl (dichloromethane). Conditions: time 5 hour. Yields the product COC(=O)CCSC1C=2C=CC=C(C2C(C2=C(C=CC=C12)O)=O)O (10-(Methoxycarbonylethylthio)-1,8-Dihydroxy-9-Anthrone). The yield is 78.0%. RXN SMILES: Br[CH:2]1[C:15]2[C:10](=[C:11]([OH:16])[CH:12]=[CH:13][CH:14]=2)[C:9](=[O:17])[C:8]2[C:7]([OH:18])=[CH:6][CH:5]=[CH:4][C:3]1=2.[SH:19][CH2:20][CH2:21][C:22]([O:24][CH3:25])=[O:23]>ClCCl>[CH3:25][O:24][C:22]([CH2:21][CH2:20][S:19][CH:2]1[C:15]2[C:10](=[C:11]([OH:16])[CH:12]=[CH:13][CH:14]=2)[C:9](=[O:17])[C:8]2[C:7]([OH:18])=[CH:6][CH:5]=[CH:4][C:3]1=2)=[O:23]. Reported procedure: 10-Bromo-1,8-dihydroxy-9-anthrone (122 mg) was dissolved in dichloromethane (8 ml) and then methyl 3-mercaptopropionate (0.05 ml) was added. The red-brown solution became yellow-green immediately after addition of the thiol. The solution was stirred at room temperature for 5 hours. Removal of the solvent and recrystallisation of the residue from hexane gave the product (107.5 mg, 78%) as yellow needles, melting point 92°-94° C. (with decomposition). Product: C=Cc1ccc2c(c1)sc1ncnc(Nc3ccc(OCc4ccccn4)c(Cl)c3)c12. The reactants are Clc1cc(Nc2ncnc3sc4cc(Br)ccc4c23)ccc1OCc1ccccn1, CCOC(C)=O, COCCOC, [Na+], [Na+], O=C([O-])[O-], O, c1ccc(P(c2ccccc2)(c2ccccc2)[Pd](P(c2ccccc2)(c2ccccc2)c2ccccc2)(P(c2ccccc2)(c2ccccc2)c2ccccc2)P(c2ccccc2)(c2ccccc2)c2ccccc2)cc1. As a reaction SMILES: [Br:1][c:2]1[cH:3][c:4]2[c:5]([cH:6][cH:7]1)[c:8]1[c:9]([n:10][cH:11][n:12][c:13]1[NH:14][c:15]1[cH:16][c:17]([Cl:29])[c:18]([O:21][CH2:22][c:23]3[n:24][cH:25][cH:26][cH:27][cH:28]3)[cH:19][cH:20]1)[s:30]2.[CH3:37][CH2:38][O:39][C:40]([CH3:41])=[O:42].[CH3:43][O:44][CH2:45][CH2:46][O:47][CH3:48].[Na+:31].[Na+:32].[O-:33][C:34](=[O:35])[O-:36].[OH2:49].[cH:50]1[cH:51][cH:52][c:53]([P:54]([Pd:55]([P:56]([c:57]2[cH:58][cH:59][cH:60][cH:61][cH:62]2)([c:63]2[cH:64][cH:65][cH:66][cH:67][cH:68]2)[c:69]2[cH:70][cH:71][cH:72][cH:73][cH:74]2)([P:75]([c:76]2[cH:77][cH:78][cH:79][cH:80][cH:81]2)([c:82]2[cH:83][cH:84][cH:85][cH:86][cH:87]2)[c:88]2[cH:89][cH:90][cH:91][cH:92][cH:93]2)[P:94]([c:95]2[cH:96][cH:97][cH:98][cH:99][cH:100]2)([c:101]2[cH:102][cH:103][cH:104][cH:105][cH:106]2)[c:107]2[cH:108][cH:109][cH:110][cH:111][cH:112]2)([c:113]2[cH:114][cH:115][cH:116][cH:117][cH:118]2)[c:119]2[cH:120][cH:121][cH:122][cH:123][cH:124]2)[cH:125][cH:126]1>>[c:2]1([CH:37]=[CH2:38])[cH:3][c:4]2[c:5]([cH:6][cH:7]1)[c:8]1[c:9]([n:10][cH:11][n:12][c:13]1[NH:14][c:15]1[cH:16][c:17]([Cl:29])[c:18]([O:21][CH2:22][c:23]3[n:24][cH:25][cH:26][cH:27][cH:28]3)[cH:19][cH:20]1)[s:30]2.